From a dataset of the Open Reaction Database (ORD), a public repository of structured organic reaction records. describe an organic reaction: reactants, conditions, products, and yield The reactants are C(#N)C1=CC=C(C=C1)C1(CCN(CC1)C(=O)C=1C(=CC(=C(C(=O)OC)C1)C1CC1)CC)F (methyl 5-(4-(4-cyanophenyl)-4-fluoropiperidine-1-carbonyl)-2-cyclopropyl-4-ethylbenzoate), C(#N)C1=CC=C(C=C1)C1(CCN(CC1)C(=O)C=1C(=CC(=C(C(=O)OC)C1)C1CC1)CC)F (methyl 5-(4-(4-cyanophenyl)-4-fluoropiperidine-1-carbonyl)-2-cyclopropyl-4-ethylbenzoate), O.NN (hydrazine hydrate). Run in C(C)O (ethanol). Conditions: temperature 80 celsius, time 15 hour. Yields the product C(#N)C1=CC=C(C=C1)C1(CCN(CC1)C(=O)C=1C(=CC(=C(C(=O)NN)C1)C1CC1)CC)F (5-(4-(4-cyanophenyl)-4-fluoropiperidine-1-carbonyl)-2-cyclopropyl-4-ethylbenzohydrazide). Yield: 75.0%. Reaction SMILES: [C:1]([C:3]1[CH:8]=[CH:7][C:6]([C:9]2([F:32])[CH2:14][CH2:13][N:12]([C:15]([C:17]3[C:18]([CH2:30][CH3:31])=[CH:19][C:20]([CH:27]4[CH2:29][CH2:28]4)=[C:21]([CH:26]=3)[C:22](OC)=[O:23])=[O:16])[CH2:11][CH2:10]2)=[CH:5][CH:4]=1)#[N:2].O.[NH2:34][NH2:35]>C(O)C>[C:1]([C:3]1[CH:8]=[CH:7][C:6]([C:9]2([F:32])[CH2:10][CH2:11][N:12]([C:15]([C:17]3[C:18]([CH2:30][CH3:31])=[CH:19][C:20]([CH:27]4[CH2:28][CH2:29]4)=[C:21]([CH:26]=3)[C:22]([NH:34][NH2:35])=[O:23])=[O:16])[CH2:13][CH2:14]2)=[CH:5][CH:4]=1)#[N:2] |f:1.2|. Procedure details: To a solution of methyl 5-(4-(4-cyanophenyl)-4-fluoropiperidine-1-carbonyl)-2-cyclopropyl-4-ethylbenzoate (compound 226.7, 200 mg, 0.460 mmol, 1.00 equiv) in ethanol (15 mL) was added hydrazine hydrate (80%, 5 mL). The resulting solution was stirred at 80° C. for 15 h. After cooling to ambient temperature, the reaction was quenched with 50 mL of water, then extracted with 3×50 mL of dichloromethane. The combined organic layers were dried over anhydrous sodium sulfate and concentrated in vacuo to... Reactants: FC1=CC=2C3=C(N(C2C=C1)C1=CC=C(C=C1)F)CCN(C3)C(=O)OCC3=CC=CC=C3 (8-fluoro-5- (p-fluorophenyl)-2-carbobenzoxy-2,3,4,5-tetrahydro-1H-pyrido[4,3-b]-indole). Reagents/catalysts: [Pd] (Pd/C). Run in C(C)(=O)OCC (ethyl acetate), CO (methanol). Run at time 4 hour. Product: FC1=CC=2C3=C(N(C2C=C1)C1=CC=C(C=C1)F)CCNC3 (8-Fluoro-5-(p-fluorophenyl)-2,3,4,5-tetrahydro-1H-pyrido[4,3-b]indole). As a reaction SMILES: [F:1][C:2]1[CH:10]=[CH:9][C:8]2[N:7]([C:11]3[CH:16]=[CH:15][C:14]([F:17])=[CH:13][CH:12]=3)[C:6]3[CH2:18][CH2:19][N:20](C(OCC4C=CC=CC=4)=O)[CH2:21][C:5]=3[C:4]=2[CH:3]=1>C(OCC)(=O)C.CO.[Pd]>[F:1][C:2]1[CH:10]=[CH:9][C:8]2[N:7]([C:11]3[CH:12]=[CH:13][C:14]([F:17])=[CH:15][CH:16]=3)[C:6]3[CH2:18][CH2:19][NH:20][CH2:21][C:5]=3[C:4]=2[CH:3]=1. Reported procedure: In a Parr bottle were combined 5% Pd/C (10 g of 50% water-wet) and 60 g of 8-fluoro-5- (p-fluorophenyl)-2-carbobenzoxy-2,3,4,5-tetrahydro-1H-pyrido[4,3-b]-indole (60 g, 0.143 mole) in 400 ml ethyl acetate and 100 ml methanol and the mixture hydrogenated at 44-80 psig for 4 hours. Catalyst was recovered by filtration and the filtrate evaporated to solids in vacuo. The residue taken into CH2Cl2, carbon treated, dried (Na2SO4) and CH2Cl2 displaced with hexane by distillation to a final pot temperat... The reactants are ClCCl, Cc1nc(CO)c(C)n1-c1ccc(F)cc1F. The product is Cc1nc(C=O)c(C)n1-c1ccc(F)cc1F. As a reaction SMILES: [Cl:18][CH2:19][Cl:20].[F:1][c:2]1[c:3](-[n:9]2[c:10]([CH3:17])[n:11][c:12]([CH2:15][OH:16])[c:13]2[CH3:14])[cH:4][cH:5][c:6]([F:8])[cH:7]1>>[F:1][c:2]1[c:3](-[n:9]2[c:10]([CH3:17])[n:11][c:12]([CH:15]=[O:16])[c:13]2[CH3:14])[cH:4][cH:5][c:6]([F:8])[cH:7]1. Reactants: imine, N1CCCCC1 (piperidine), C(=O)C1=CC=C(C(=O)O)C=C1 (4-formylbenzoic acid), C(C1=CC=CC=C1)(=O)O (benzoic acid), NN1C(SCC1=O)=S (3-aminorhodanine), CC=1C=C(C=CC1C)N1N=C(C(=C1O)C=O)C (1-(3,4-dimethylphenyl)-5-hydroxy-3-methyl-1H-pyrazole-4-carbaldehyde). The solvent is C1(=CC=CC=C1)C (toluene), C(C)O (ethanol). Run at time 96 hour. The product is C(=O)(O)C1=CC=C(C=C2C(N(C(S2)=S)N=CC2(C(=NN(C2)C2=CC(=C(C=C2)C)C)C)O)=O)C=C1 (5-(4-carboxybenzylidene)-3-[(1-{3,4-dimethylphenyl}-4-hydroxy-3-methyl-1H-pyrazol-4-ylmethylene)amino]-2-thioxothiazolidin-4-one). The yield is 165.4%. RXN SMILES: [NH2:1][N:2]1[C:6](=[O:7])[CH2:5][S:4][C:3]1=[S:8].[CH3:9][C:10]1[CH:11]=[C:12]([N:17]2[C:21](O)=[C:20]([CH:23]=O)[C:19]([CH3:25])=[N:18]2)[CH:13]=[CH:14][C:15]=1[CH3:16].N1CCCCC1.[CH:32]([C:34]1[CH:42]=[CH:41][C:37]([C:38]([OH:40])=[O:39])=[CH:36][CH:35]=1)=O.C(O)(=[O:50])C1C=CC=CC=1>C1(C)C=CC=CC=1.C(O)C>[C:38]([C:37]1[CH:41]=[CH:42][C:34]([CH:32]=[C:5]2[S:4][C:3](=[S:8])[N:2]([N:1]=[CH:23][C:20]3([OH:50])[CH2:21][N:17]([C:12]4[CH:13]=[CH:14][C:15]([CH3:16])=[C:10]([CH3:9])[CH:11]=4)[N:18]=[C:19]3[CH3:25])[C:6]2=[O:7])=[CH:35][CH:36]=1)([OH:40])=[O:39]. Procedure details: A mixture of 3-aminorhodanine (148 mg, 1.00 mmol), 1-(3,4-dimethylphenyl)-5-hydroxy-3-methyl-1H-pyrazole-4-carbaldehyde (230 mg, 1.00 mmol) and ethanol (10 mL) was stirred 96 h. The solid was filtered, washed with ethanol and ether and dried. A mixture of the resulting crude imine (80 mg, 0.222 mmol), piperidine (2 mg, 0.022 mmol), 4-formylbenzoic acid (33 mg, 0.222 mmol), benzoic acid (3 mg, 0.022 mmol) and toluene (10 mL) was heated under reflux for 6 h in an apparatus fitted with a Dean and S...